From a dataset of the Open Reaction Database (ORD), a public repository of structured organic reaction records. describe an organic reaction: reactants, conditions, products, and yield RXN SMILES: [CH2:1]([O:4][C:5]1[C:26]([Br:27])=[CH:25][C:8]2[C:9]([C:15]3[CH:20]=[CH:19][CH:18]=[C:17]([S:21]([CH2:23][CH3:24])=[O:22])[CH:16]=3)=[N:10][CH2:11][C:12](=S)[NH:13][C:7]=2[CH:6]=1)[CH2:2][CH3:3].[C:28]1([CH2:34][C:35]([NH:37][NH2:38])=O)[CH:33]=[CH:32][CH:31]=[CH:30][CH:29]=1>C(O)C>[CH2:1]([O:4][C:5]1[C:26]([Br:27])=[CH:25][C:8]2[C:9]([C:15]3[CH:20]=[CH:19][CH:18]=[C:17]([S:21]([CH2:23][CH3:24])=[O:22])[CH:16]=3)=[N:10][CH2:11][C:12]3[N:13]([C:35]([CH2:34][C:28]4[CH:33]=[CH:32][CH:31]=[CH:30][CH:29]=4)=[N:37][N:38]=3)[C:7]=2[CH:6]=1)[CH2:2][CH3:3]. Procedure: In the manner given in Example 2, 8-propoxy-7-bromo-1,3-dihydro-5-[m-(ethylsulfinyl)phenyl]-2H-1,4-benzodiazepine-2-thione is heated in ethanol with phenylacetic acid hydrazide and the resulting product heated to 250° C. to give 9-propoxy-8-bromo-1-benzyl-6-[ m-(ethylsulfinyl)phenyl]-4H-s-triazolo-[4,3-a][1,4]benzodiazepine. The solvent is C(C)O (ethanol). Conditions: temperature 250 celsius. Yields the product C(CC)OC1=CC2=C(C(=NCC=3N2C(=NN3)CC3=CC=CC=C3)C3=CC(=CC=C3)S(=O)CC)C=C1Br (9-propoxy-8-bromo-1-benzyl-6-[ m-(ethylsulfinyl)phenyl]-4H-s-triazolo-[4,3-a][1,4]benzodiazepine). Reactants: C1(=CC=CC=C1)CC(=O)NN (phenylacetic acid hydrazide), C(CC)OC1=CC2=C(C(=NCC(N2)=S)C2=CC(=CC=C2)S(=O)CC)C=C1Br (8-propoxy-7-bromo-1,3-dihydro-5-[m-(ethylsulfinyl)phenyl]-2H-1,4-benzodiazepine-2-thione). The product is C(#N)C1=CC=C(CN2C=NC=C2CCN2CCC(CC2)(C(=O)OC)CC2=CC(=CC=C2)C)C=C1 (methyl 1-[3-(4-cyanobenzyl)-3H-imidazol-4-ylethyl]-4-(3-methylbenzyl)piperidine-4-carboxylate). As a reaction SMILES: [C:1]([C:3]1[CH:17]=[CH:16][C:6]([CH2:7][N:8]2[C:12]([CH2:13][CH2:14]O)=[CH:11][N:10]=[CH:9]2)=[CH:5][CH:4]=1)#[N:2].C(N(C(C)C)CC)(C)C.FC(F)(F)S(OS(C(F)(F)F)(=O)=O)(=O)=O.Cl.[CH3:43][C:44]1[CH:45]=[C:46]([CH:58]=[CH:59][CH:60]=1)[CH2:47][C:48]1([C:54]([O:56][CH3:57])=[O:55])[CH2:53][CH2:52][NH:51][CH2:50][CH2:49]1>ClCCl>[C:1]([C:3]1[CH:17]=[CH:16][C:6]([CH2:7][N:8]2[C:12]([CH2:13][CH2:14][N:51]3[CH2:52][CH2:53][C:48]([CH2:47][C:46]4[CH:58]=[CH:59][CH:60]=[C:44]([CH3:43])[CH:45]=4)([C:54]([O:56][CH3:57])=[O:55])[CH2:49][CH2:50]3)=[CH:11][N:10]=[CH:9]2)=[CH:5][CH:4]=1)#[N:2] |f:3.4|. Run in ClCCl (dichloromethane), ClCCl (dichloromethane). Reactants: Cl.CC=1C=C(CC2(CCNCC2)C(=O)OC)C=CC1 (methyl 4-(3-methylbenzyl)piperidine-4-carboxylate hydrochloride salt), C(C)(C)N(CC)C(C)C (diisopropylethylamine), C(#N)C1=CC=C(CN2C=NC=C2CCO)C=C1 (3-(4-cyanobenzyl)-3H-imidazol-4-ylethyl alcohol), C(C)(C)N(CC)C(C)C (diisopropylethylamine), FC(S(=O)(=O)OS(=O)(=O)C(F)(F)F)(F)F (trifluoromethanesulfonic anhydride). Reported procedure: To a cold (-78° C.) solution of 3-(4-cyanobenzyl)-3H-imidazol-4-ylethyl alcohol (184 mg, 0.81 mmol) and diisopropylethylamine (155 μL, 0.89 mmol) in dichloromethane (3.8 mL), trifluoromethanesulfonic anhydride (143 μL, 0.85 mmol) was added. The resulting mixture was stirred at -78° C. for 20 min., and was treated with a solution of methyl 4-(3-methylbenzyl)piperidine-4-carboxylate hydrochloride salt (276 mg, 0.97 mmol; Example 61, Step B) and diisopropylethylamine (186 μL, 1.07 mmol) in dichloro... Conditions: temperature -78 celsius, time 20 minute. Yields the product c1ccc2c(c1)CCCO2. Reaction SMILES: [C:12]([OH:13])(=[O:14])[CH3:15].[O:1]1[CH2:2][CH2:3][C:4](=[O:11])[c:5]2[cH:6][cH:7][cH:8][cH:9][c:10]21.[Zn:16]>>[O:1]1[CH2:2][CH2:3][CH2:4][c:5]2[cH:6][cH:7][cH:8][cH:9][c:10]21. Starting materials: CC(=O)O, O=C1CCOc2ccccc21, [Zn]. Procedure: 5-{3-[2-(4-Bromo-benzyl)-4-(2,4-dichloro-phenyl)-imidazol-1-yl]-phenyl}-1,2,5-thiadiazolidine-3-one-1,1-dioxide (59 mg, 0.1 mmol) was treated as described in general procedure G using trans-1-penten-1-ylboronic acid (34 mg, 0.3 mmol) to give 5-{3-[4-(2,4-dichloro-phenyl)-2-(4-pent-1-enyl-benzyl)-imidazol-1-yl]-phenyl}-1,2,5-thiadiazolidine-3-one-1,1-dioxide. The product is ClC1=C(C=CC(=C1)Cl)C=1N=C(N(C1)C=1C=C(C=CC1)N1CC(NS1(=O)=O)=O)CC1=CC=C(C=C1)C=CCCC (5-{3-[4-(2,4-dichloro-phenyl)-2-(4-pent-1-enyl-benzyl)-imidazol-1-yl]-phenyl}-1,2,5-thiadiazolidine-3-one-1,1-dioxide). Reaction SMILES: Br[C:2]1[CH:35]=[CH:34][C:5]([CH2:6][C:7]2[N:8]([C:20]3[CH:21]=[C:22]([N:26]4[S:30](=[O:32])(=[O:31])[NH:29][C:28](=[O:33])[CH2:27]4)[CH:23]=[CH:24][CH:25]=3)[CH:9]=[C:10]([C:12]3[CH:17]=[CH:16][C:15]([Cl:18])=[CH:14][C:13]=3[Cl:19])[N:11]=2)=[CH:4][CH:3]=1.[CH:36](/B(O)O)=[CH:37]\[CH2:38][CH2:39][CH3:40]>>[Cl:19][C:13]1[CH:14]=[C:15]([Cl:18])[CH:16]=[CH:17][C:12]=1[C:10]1[N:11]=[C:7]([CH2:6][C:5]2[CH:4]=[CH:3][C:2]([CH:36]=[CH:37][CH2:38][CH2:39][CH3:40])=[CH:35][CH:34]=2)[N:8]([C:20]2[CH:21]=[C:22]([N:26]3[S:30](=[O:31])(=[O:32])[NH:29][C:28](=[O:33])[CH2:27]3)[CH:23]=[CH:24][CH:25]=2)[CH:9]=1. Reactants: BrC1=CC=C(CC=2N(C=C(N2)C2=C(C=C(C=C2)Cl)Cl)C=2C=C(C=CC2)N2CC(NS2(=O)=O)=O)C=C1 (5-{3-[2-(4-Bromo-benzyl)-4-(2,4-dichloro-phenyl)-imidazol-1-yl]-phenyl}-1,2,5-thiadiazolidine-3-one-1,1-dioxide), C(=C\CCC)/B(O)O (trans-1-penten-1-ylboronic acid). The reactants are COC(=O)CN(Cc1ccc(F)cc1)C(=O)OC(C)(C)C, CO, [Na+], [OH-]. Yields the product CC(C)(C)OC(=O)N(CC(=O)O)Cc1ccc(F)cc1. As a reaction SMILES: [C:1]([CH3:2])([CH3:3])([CH3:4])[O:5][C:6](=[O:7])[N:8]([CH2:9][C:10](=[O:11])[O:12][CH3:13])[CH2:14][c:15]1[cH:16][cH:17][c:18]([F:21])[cH:19][cH:20]1.[CH3:24][OH:25].[Na+:23].[OH-:22]>>[C:1]([CH3:2])([CH3:3])([CH3:4])[O:5][C:6](=[O:7])[N:8]([CH2:9][C:10](=[O:11])[OH:12])[CH2:14][c:15]1[cH:16][cH:17][c:18]([F:21])[cH:19][cH:20]1. Starting materials: C(CC)(=O)Cl (propionyl chloride), salt-ice, ClCCl (dichloromethane), C1(CCCCC1)C=O (cyclohexanecarboxaldehyde). The reagents and catalysts are [Cl-].[Zn+2].[Cl-] (zinc chloride). Reaction conditions: temperature -5 celsius, time 8 hour. The product is C(CC)(=O)OC(C1CCCCC1)Cl ((Chloro)cyclohexylmethyl propionate). Reaction SMILES: [C:1](Cl)(=[O:4])[CH2:2][CH3:3].[CH:6]1([CH:12]=[O:13])[CH2:11][CH2:10][CH2:9][CH2:8][CH2:7]1.[Cl:14]CCl>[Cl-].[Zn+2].[Cl-]>[C:1]([O:13][CH:12]([Cl:14])[CH:6]1[CH2:11][CH2:10][CH2:9][CH2:8][CH2:7]1)(=[O:4])[CH2:2][CH3:3] |f:3.4.5|. Reported procedure: A stirred solution of 73 ml (0.84 mole) of propionyl chloride in 250 ml of dichloromethane was cooled to 0° C. (salt-ice bath) and treated portionwise with 94.2 g (0.84 mole) of freshly distilled cyclohexanecarboxaldehyde. After further cooling to -5° C., approximately 0.5 g of zinc chloride was added. The temperature rose gradually to 7° C. as a solid separated. The cooling bath was removed and while stirring was continued the reaction mixture was allowed to warm to room temperature (the solid ... The reactants are COC(=O)C1(CC12CCCC2)CNC(=O)OC(C)(C)C (1-(tert-butoxycarbonylaminomethyl)-spiro[2.4]heptane-1-carboxylic acid methyl ester), O[Li].O (LiOH—H2O), O (water), O (water). The solvent is CO (methanol), CO (methanol). Reaction conditions: time 3 hour. Yields the product C(C)(C)(C)OC(=O)NCC1(CC12CCCC2)C(=O)O (1-(tert-butoxycarbonylaminomethyl)-spiro[2.4]heptane-1-carboxylic acid). Isolated yield 80.4%. Reaction SMILES: C[O:2][C:3]([C:5]1([CH2:12][NH:13][C:14]([O:16][C:17]([CH3:20])([CH3:19])[CH3:18])=[O:15])[C:7]2([CH2:11][CH2:10][CH2:9][CH2:8]2)[CH2:6]1)=[O:4].O[Li].O.O>CO>[C:17]([O:16][C:14]([NH:13][CH2:12][C:5]1([C:3]([OH:4])=[O:2])[C:7]2([CH2:11][CH2:10][CH2:9][CH2:8]2)[CH2:6]1)=[O:15])([CH3:20])([CH3:18])[CH3:19] |f:1.2|. Procedure details: To a solution of 1-(tert-butoxycarbonylaminomethyl)-spiro[2.4]heptane-1-carboxylic acid methyl ester (16.5 g, 58.2 mmol) in methanol (100 mL) was added LiOH—H2O (4.9 g, 116 mmol) and water (15 mL). After 3 hours, additional methanol (50 mL) and water (15 mL) was added and reflux was continued for 6 hours total. The solvent was removed under reduced pressure. The residue was dissolved in water (200 mL) and washed with ether (200 mL). The aqueous solution was cooled in an ice bath and methylene ch...